Dataset: the Open Reaction Database (ORD), a public repository of structured organic reaction records. Task: describe an organic reaction: reactants, conditions, products, and yield The reactants are C1CCNCC1, Cc1c(C(=O)N2CC(C)NC(C)C2)c[nH]c1C=O, COc1ccc(-c2cccc3c2CC(=O)N3)cc1, CCO. Yields the product COc1ccc(-c2cccc3c2C(=Cc2[nH]cc(C(=O)N4CC(C)NC(C)C4)c2C)C(=O)N3)cc1. Reaction SMILES: [CH2:37]1[CH2:38][CH2:39][NH:40][CH2:41][CH2:42]1.[CH3:19][CH:20]1[CH2:21][N:22]([C:27](=[O:28])[c:29]2[c:30]([CH3:36])[c:31]([CH:34]=[O:35])[nH:32][cH:33]2)[CH2:23][CH:24]([CH3:26])[NH:25]1.[CH3:1][O:2][c:3]1[cH:4][cH:5][c:6](-[c:9]2[c:10]3[c:14]([cH:15][cH:16][cH:17]2)[NH:13][C:12](=[O:18])[CH2:11]3)[cH:7][cH:8]1.[CH3:43][CH2:44][OH:45]>>[CH3:1][O:2][c:3]1[cH:4][cH:5][c:6](-[c:9]2[c:10]3[c:14]([cH:15][cH:16][cH:17]2)[NH:13][C:12](=[O:18])[C:11]3=[CH:34][c:31]2[c:30]([CH3:36])[c:29]([C:27]([N:22]3[CH2:21][CH:20]([CH3:19])[NH:25][CH:24]([CH3:26])[CH2:23]3)=[O:28])[cH:33][nH:32]2)[cH:7][cH:8]1. Reactants: CCC(CC)c1cc(C)nn2c(-c3sc(Br)cc3C#N)c(C)nc12, [Li]C(C)(C)C, C1CCOC1, CCOC(C)=O, Ic1cccnc1, c1ccc(P(c2ccccc2)(c2ccccc2)[Pd](P(c2ccccc2)(c2ccccc2)c2ccccc2)(P(c2ccccc2)(c2ccccc2)c2ccccc2)P(c2ccccc2)(c2ccccc2)c2ccccc2)cc1. Product: CCC(CC)c1cc(C)nn2c(-c3sc(-c4cccnc4)cc3C#N)c(C)nc12. As a reaction SMILES: [Br:18][c:19]1[cH:20][c:21]([C:40]#[N:41])[c:22](-[c:24]2[c:25]([CH3:39])[n:26][c:27]3[n:28]2[n:29][c:30]([CH3:38])[cH:31][c:32]3[CH:33]([CH2:34][CH3:35])[CH2:36][CH3:37])[s:23]1.[C:13]([Li:14])([CH3:15])([CH3:16])[CH3:17].[CH2:8]1[O:9][CH2:10][CH2:11][CH2:12]1.[CH3:42][CH2:43][O:44][C:45]([CH3:46])=[O:47].[I:1][c:2]1[cH:3][n:4][cH:5][cH:6][cH:7]1.[cH:48]1[cH:49][cH:50][c:51]([P:52]([Pd:53]([P:54]([c:55]2[cH:56][cH:57][cH:58][cH:59][cH:60]2)([c:61]2[cH:62][cH:63][cH:64][cH:65][cH:66]2)[c:67]2[cH:68][cH:69][cH:70][cH:71][cH:72]2)([P:73]([c:74]2[cH:75][cH:76][cH:77][cH:78][cH:79]2)([c:80]2[cH:81][cH:82][cH:83][cH:84][cH:85]2)[c:86]2[cH:87][cH:88][cH:89][cH:90][cH:91]2)[P:92]([c:93]2[cH:94][cH:95][cH:96][cH:97][cH:98]2)([c:99]2[cH:100][cH:101][cH:102][cH:103][cH:104]2)[c:105]2[cH:106][cH:107][cH:108][cH:109][cH:110]2)([c:111]2[cH:112][cH:113][cH:114][cH:115][cH:116]2)[c:117]2[cH:118][cH:119][cH:120][cH:121][cH:122]2)[cH:123][cH:124]1>>[c:2]1(-[c:19]2[cH:20][c:21]([C:40]#[N:41])[c:22](-[c:24]3[c:25]([CH3:39])[n:26][c:27]4[n:28]3[n:29][c:30]([CH3:38])[cH:31][c:32]4[CH:33]([CH2:34][CH3:35])[CH2:36][CH3:37])[s:23]2)[cH:3][n:4][cH:5][cH:6][cH:7]1. The reactants are [N+](=O)([O-])C=1C=C(C=C)C=CC1 (3-nitrostyrene), ClC=1C=C(C(=O)OO)C=CC1 (3-Chloroperoxybenzoic acid). The solvent is C(Cl)Cl (CH2Cl2). Conditions: time 18 hour. Yields the product [N+](=O)([O-])C=1C=C(C2CO2)C=CC1 (3-Nitrostyrene oxide). Yield: 63.3%. Reaction SMILES: [N+:1]([C:4]1[CH:5]=[C:6]([CH:9]=[CH:10][CH:11]=1)[CH:7]=[CH2:8])([O-:3])=[O:2].ClC1C=C(C=CC=1)C(OO)=[O:17]>C(Cl)Cl>[N+:1]([C:4]1[CH:5]=[C:6]([CH:9]=[CH:10][CH:11]=1)[CH:7]1[O:17][CH2:8]1)([O-:3])=[O:2]. Procedure: A solution of 3-nitrostyrene (1.0 g, 6.70 mmol) in CH2Cl2 (10 mL) was cooled in an ice bath. 3-Chloroperoxybenzoic acid (57% pure) (2.23 g, 7.38 mmol) was added in one batch and the stirring was continued for 18 h. The reaction mixture was concentrated to a residue and diluted with CCl4 (20 mL). Precipitated m-chlorobenzoic acid was removed by filtration and the flitrate was washed with a 50:50 mixture of 5% aq. NaHCO3 and 5% aq. NaHSO3 (100 mL). The organic extract was dried over Na2SO4 and con... Reactants: CN, O=[N+]([O-])c1ccc(F)c(F)c1, O. Yields the product CNc1ccc([N+](=O)[O-])cc1F. As a reaction SMILES: [CH3:12][NH2:13].[F:1][c:2]1[cH:3][c:4]([N+:9](=[O:10])[O-:11])[cH:5][cH:6][c:7]1[F:8].[OH2:14]>>[F:1][c:2]1[cH:3][c:4]([N+:9](=[O:10])[O-:11])[cH:5][cH:6][c:7]1[NH:13][CH3:12]. Reactants: COC=1C=C2C(=CC=NC2=CC1OC)OC1=CC(=C(N)C=C1)OC (4-[(6,7-Dimethoxy-4-quinolyl)oxy]-2-methoxyaniline), ClC(Cl)(OC(OC(Cl)(Cl)Cl)=O)Cl (triphosgene), C([O-])(O)=O.[Na+] (sodium bicarbonate), NN1CCCCCC1 (1-aminohomopiperidine). Solvent: C(C)N(CC)CC (triethylamine), C1(=CC=CC=C1)C (toluene), C(Cl)Cl (methylene chloride). Product: COC=1C=C2C(=CC=NC2=CC1OC)OC1=CC(=C(C=C1)NC(=O)NN1CCCCCC1)OC (N-{4-[(6,7-Dimethoxy-4-quinolyl)oxy]-2-methoxyphenyl}-N′-(1-homopiperidinyl)urea). The yield is 49.0%. Reaction SMILES: [CH3:1][O:2][C:3]1[CH:4]=[C:5]2[C:10](=[CH:11][C:12]=1[O:13][CH3:14])[N:9]=[CH:8][CH:7]=[C:6]2[O:15][C:16]1[CH:22]=[CH:21][C:19]([NH2:20])=[C:18]([O:23][CH3:24])[CH:17]=1.ClC(Cl)(O[C:29](=[O:35])OC(Cl)(Cl)Cl)Cl.[NH2:37][N:38]1[CH2:44][CH2:43][CH2:42][CH2:41][CH2:40][CH2:39]1.C(=O)(O)[O-].[Na+]>C(Cl)Cl.C(N(CC)CC)C.C1(C)C=CC=CC=1>[CH3:1][O:2][C:3]1[CH:4]=[C:5]2[C:10](=[CH:11][C:12]=1[O:13][CH3:14])[N:9]=[CH:8][CH:7]=[C:6]2[O:15][C:16]1[CH:22]=[CH:21][C:19]([NH:20][C:29]([NH:37][N:38]2[CH2:44][CH2:43][CH2:42][CH2:41][CH2:40][CH2:39]2)=[O:35])=[C:18]([O:23][CH3:24])[CH:17]=1 |f:3.4|. Reported procedure: 4-[(6,7-Dimethoxy-4-quinolyl)oxy]-2-methoxyaniline (50 mg) was added to toluene (5 ml), and triethylamine (0.5 ml), and the mixture was heated under reflux to prepare a solution. A solution of triphosgene (50 mg) in methylene chloride was then added thereto, and the mixture was heated under reflux for 10 min. Next, 1-aminohomopiperidine (50 mg) was added thereto, and the mixture was further stirred with heating under reflux for 3 hr. A saturated aqueous sodium bicarbonate solution was added to t... The product is N=C(c1ccc(C(=O)Nc2ccc(Cl)c(-c3ccccn3)c2)cc1)N1CCCCC1. Reactants: C1CCNCC1, CCOC(=N)c1ccc(C(=O)Nc2ccc(Cl)c(-c3ccccn3)c2)cc1. As a reaction SMILES: [CH2:28]1[CH2:29][CH2:30][NH:31][CH2:32][CH2:33]1.[Cl:1][c:2]1[c:3](-[c:22]2[n:23][cH:24][cH:25][cH:26][cH:27]2)[cH:4][c:5]([NH:8][C:9](=[O:10])[c:11]2[cH:12][cH:13][c:14]([C:15]([O:16][CH2:17][CH3:18])=[NH:19])[cH:20][cH:21]2)[cH:6][cH:7]1>>[Cl:1][c:2]1[c:3](-[c:22]2[n:23][cH:24][cH:25][cH:26][cH:27]2)[cH:4][c:5]([NH:8][C:9](=[O:10])[c:11]2[cH:12][cH:13][c:14]([C:15](=[NH:19])[N:31]3[CH2:30][CH2:29][CH2:28][CH2:33][CH2:32]3)[cH:20][cH:21]2)[cH:6][cH:7]1.